This data is from the Open Reaction Database (ORD), a public repository of structured organic reaction records. The task is: describe an organic reaction: reactants, conditions, products, and yield Reactants: ClC1=C(C=O)C=CC=C1Cl (2,3-dichlorobenzaldehyde), 3-nitrooxy-2,2-bis(nitrooxymethyl)propyl ester, C(CC(=O)C)(=O)O (acetoacetic acid), N\C(=C/C(=O)OC)\C (methyl 3-amino-crotonate). The solvent is C(C)(C)(C)O (tert-butyl alcohol). Reaction conditions: temperature 25 celsius. Product: 3-nitrooxy-2,2-bis(nitrooxymethyl)propyl ester, ClC1=C(C=CC=C1Cl)C1C(=C(NC(=C1C(=O)OC)C)C)C(=O)O (4-(2,3-dichlorophenyl)-5-methoxycarbonyl-2,6-dimethyl-1,4-dihydropyridine-3-carboxylic acid). Isolated yield 78.0%. RXN SMILES: [Cl:1][C:2]1[C:9]([Cl:10])=[CH:8][CH:7]=[CH:6][C:3]=1[CH:4]=O.[C:11]([OH:17])(=[O:16])[CH2:12][C:13]([CH3:15])=O.[NH2:18]/[C:19](/[CH3:25])=[CH:20]\[C:21]([O:23][CH3:24])=[O:22]>C(O)(C)(C)C>[Cl:1][C:2]1[C:9]([Cl:10])=[CH:8][CH:7]=[CH:6][C:3]=1[CH:4]1[C:20]([C:21]([O:23][CH3:24])=[O:22])=[C:19]([CH3:25])[NH:18][C:13]([CH3:15])=[C:12]1[C:11]([OH:17])=[O:16]. Reported procedure: A solution of 2,3-dichlorobenzaldehyde (0.70 g), 3-nitrooxy-2,2-bis(nitrooxymethyl)propyl ester of acetoacetic acid (1.42 g) and methyl 3-amino-crotonate (0.46 g) in tert-butyl alcohol (3 ml) was refluxed for 4.5 hours. The resulting mixture was cooled to 25° C. and then concentrated under reduced pressure. The residue obtained was subjected to column chromatography on silica gel (60 g) and eluted with a mixture of chloroform and methanol (100:1 by volume). The fractions containing the desired c... The reactants are C(C)(C)(C)S(=O)C1CC(N1CC(CCC1=CC=CC=C1)=O)=O (4-tert-Butylsulfinyl-1-(4-phenyl-2-oxobutyl)azetidin-2-one), C(CCCCC)S(=O)C1CC(N1CC(CCC1=CC=CC=C1)=O)=O (4-n-Hexylsulfinyl-1-(4-phenyl-2-oxobutyl)azetidin-2-one), C1(=CC=CC=C1)CCCCCCNC(CN1C(CC1S(=O)C)=O)=O (N-6-Phenylhexyl-(4-methylsulphinyl-2-oxoazetidin-1-yl)acetamide). Product: C(CCC)S(=O)C1CC(N1CC(CCC1=CC=CC=C1)=O)=O (4-n-Butylsulfinyl-1-(4-phenyl-2-oxobutyl)azetidin-2-one). As a reaction SMILES: C(S(C1N(CC(=O)CCC2C=CC=CC=2)C(=O)C1)=O)(C)(C)C.[CH2:23]([S:29]([CH:31]1[N:34]([CH2:35][C:36](=[O:45])[CH2:37][CH2:38][C:39]2[CH:44]=[CH:43][CH:42]=[CH:41][CH:40]=2)[C:33](=[O:46])[CH2:32]1)=[O:30])[CH2:24][CH2:25][CH2:26]CC.C1(CCCCCCNC(=O)CN2C(S(C)=O)CC2=O)C=CC=CC=1>>[CH2:23]([S:29]([CH:31]1[N:34]([CH2:35][C:36](=[O:45])[CH2:37][CH2:38][C:39]2[CH:40]=[CH:41][CH:42]=[CH:43][CH:44]=2)[C:33](=[O:46])[CH2:32]1)=[O:30])[CH2:24][CH2:25][CH3:26]. Procedure: 4-tert-Butylsulfinyl-1-(4-phenyl-2-oxobutyl)azetidin-2-one;4-n-Hexylsulfinyl-1-(4-phenyl-2-oxobutyl)azetidin-2-one;N-6-Phenylhexyl-(4-methylsulphinyl-2-oxoazetidin-1-yl)acetamide; Reactants: ClC1=CC2=C(SC(C2=C)(O)COC2=CC=CC=C2)C=C1 (5-chloro-3-methylene-2-phenoxymethyl-2,3-dihydrobenzo[b]-thiophen-2-ol), [OH-].[Na+] (sodium hydroxide). Run in ClCCl (dichloromethane). Yields the product ClC1=CC2=C(SCC2C(COC2=CC=CC=C2)=O)C=C1 (1-(5-chloro-2,3-dihydrobenzo[b]thiophen-3-yl)-2-phenoxyethanone). Isolated yield 97.0%. Reaction SMILES: [Cl:1][C:2]1[CH:20]=[CH:19][C:5]2[S:6][C:7]([CH2:11][O:12][C:13]3[CH:18]=[CH:17][CH:16]=[CH:15][CH:14]=3)([OH:10])[C:8](=[CH2:9])[C:4]=2[CH:3]=1.[OH-].[Na+]>ClCCl>[Cl:1][C:2]1[CH:20]=[CH:19][C:5]2[S:6][CH2:9][CH:8]([C:7](=[O:10])[CH2:11][O:12][C:13]3[CH:18]=[CH:17][CH:16]=[CH:15][CH:14]=3)[C:4]=2[CH:3]=1 |f:1.2|. Procedure: A solution of 5-chloro-3-methylene-2-phenoxymethyl-2,3-dihydrobenzo[b]-thiophen-2-ol (16.9 g) in dichloromethane (250 ml) was shaken vigorously for a few seconds with 5M aqueous sodium hydroxide solution (150 ml), then the organic solution was separated, washed with water (150 ml), dried (MgSO4), and the solvent removed in vacuo to leave 1-(5-chloro-2,3-dihydrobenzo[b]thiophen-3-yl)-2-phenoxyethanone as a pink solid (16.4 g) which was used without further purification. The reactants are BrC1=C(C(=O)OC)C=CN=C1 (methyl 3-bromoisonicotinate), NC1=NN(C2=CC=C(C=C12)C(F)(F)F)C (3-amino-5-trifluoromethyl-1-methyl-indazole). The product is FC(C=1C=C2C(=NN(C2=CC1)C)NC=1C=NC=CC1C(=O)O)(F)F (3-[(5-trifluoromethyl-1-methyl-1H-indazol-3-yl)amino]pyridine-4-carboxylic acid). Yield: 44.0%. As a reaction SMILES: Br[C:2]1[CH:11]=[N:10][CH:9]=[CH:8][C:3]=1[C:4]([O:6]C)=[O:5].[NH2:12][C:13]1[C:21]2[C:16](=[CH:17][CH:18]=[C:19]([C:22]([F:25])([F:24])[F:23])[CH:20]=2)[N:15]([CH3:26])[N:14]=1>>[F:25][C:22]([F:23])([F:24])[C:19]1[CH:20]=[C:21]2[C:16](=[CH:17][CH:18]=1)[N:15]([CH3:26])[N:14]=[C:13]2[NH:12][C:2]1[CH:11]=[N:10][CH:9]=[CH:8][C:3]=1[C:4]([OH:6])=[O:5]. Procedure: The title compound was prepared in 44% yield from methyl 3-bromoisonicotinate and 3-amino-5-trifluoromethyl-1-methyl-indazole according to the general procedure for Example 6. 1H NMR (400 MHz, DMSO-d6): δ 4.05 (3H, s), 7.72-7.83 (3H, m), 7.99 (1H, s), 8.21 (1H, d, J=5.0 Hz), 9.64 (1H, s), 10.69 (1H, br s), 14.12 (1H, br s). [M+H] calc'd for C15H11F3N4O2, 337; found 337. Starting materials: BrC1=CC(=C(N)C=C1)OC1=CC=CC=C1 (4-bromo-2-(phenoxy)aniline), C(=O)O (formic acid). Yields the product BrC1=CC(=C(NC=O)C=C1)OC1=CC=CC=C1 (4-Bromo-N-formyl-2-(phenoxy)aniline). As a reaction SMILES: [Br:1][C:2]1[CH:8]=[CH:7][C:5]([NH2:6])=[C:4]([O:9][C:10]2[CH:15]=[CH:14][CH:13]=[CH:12][CH:11]=2)[CH:3]=1.[CH:16](O)=[O:17]>>[Br:1][C:2]1[CH:8]=[CH:7][C:5]([NH:6][CH:16]=[O:17])=[C:4]([O:9][C:10]2[CH:15]=[CH:14][CH:13]=[CH:12][CH:11]=2)[CH:3]=1. Procedure: Using the general procedure of J. Chem. Soc., Perkin I 1976, 1279-1285, 4-bromo-2-(phenoxy)aniline, prepared as described in J. Chem. Soc., 1930, 1202-1208, is heated with formic acid to afford the title compound. The reactants are C(C)(=O)C1=CC=CC=C1 (acetophenone), C(=O)(OCC)C=1C=C(N)C=CC1 (m-carbethoxy aniline), C1=CC=CC=C1 (benzene). Solvent: O (water). Product: CC(C1=CC=CC=C1)=NC1=CC(=CC=C1)C(=O)OCC (N-(α-methyl benzylidene)-m-carbethoxyaniline). Reaction SMILES: [C:1]([C:4]1[CH:9]=[CH:8][CH:7]=[CH:6][CH:5]=1)(=O)[CH3:2].[C:10]([C:15]1[CH:16]=[C:17]([CH:19]=[CH:20][CH:21]=1)[NH2:18])([O:12][CH2:13][CH3:14])=[O:11].C1C=CC=CC=1>O>[CH3:2][C:1](=[N:18][C:17]1[CH:19]=[CH:20][CH:21]=[C:15]([C:10]([O:12][CH2:13][CH3:14])=[O:11])[CH:16]=1)[C:4]1[CH:9]=[CH:8][CH:7]=[CH:6][CH:5]=1. Reported procedure: A solution of acetophenone (95 ml), m-carbethoxy aniline (75 ml), benzene (150 ml) was refluxed in the presence of molecular sieve (50 g) with continuous removal of water. The crude product was distilled under reduced pressure to give N-(α-methyl benzylidene)-m-carbethoxyaniline (XIII). XIII had a boiling point of 205° C. at 0.1 millimeter.